This data is from the Open Reaction Database (ORD), a public repository of structured organic reaction records. The task is: describe an organic reaction: reactants, conditions, products, and yield Starting materials: O=C(O)C=CC(=O)O, O=C(O)C=CC(=O)O, O=C(O)C=CC(=O)O, CC1=CSCC2=NCCN12, C1CSC2=NCCN2C1, C1=CN2CCN=C2SC1. The product is C1=CN2CCN=C2CS1. Reaction SMILES: [C:19]([OH:20])(=[O:21])[CH:22]=[CH:23][C:24]([OH:25])=[O:26].[C:1]([OH:2])(=[O:3])[CH:4]=[CH:5][C:6]([OH:7])=[O:8].[C:36]([OH:37])(=[O:38])[CH:39]=[CH:40][C:41]([OH:42])=[O:43].[CH3:9][C:10]1=[CH:15][S:14][CH2:13][C:12]2=[N:16][CH2:17][CH2:18][N:11]12.[N:27]1=[C:35]2[N:30]([CH2:29][CH2:28]1)[CH2:31][CH2:32][CH2:33][S:34]2.[N:44]1=[C:52]2[N:47]([CH2:46][CH2:45]1)[CH:48]=[CH:49][CH2:50][S:51]2>>[CH:10]1=[CH:15][S:14][CH2:13][C:12]2=[N:16][CH2:17][CH2:18][N:11]12.